This data is from the Open Reaction Database (ORD), a public repository of structured organic reaction records. The task is: describe an organic reaction: reactants, conditions, products, and yield The reactants are O=C(Cl)C(=O)Cl, ClCCl, O=C(O)CCCCO[N+](=O)[O-], CN(C)C=O. The product is O=C(Cl)CCCCO[N+](=O)[O-]. Reaction SMILES: [Cl:17][C:18]([C:19]([Cl:20])=[O:21])=[O:22].[Cl:23][CH2:24][Cl:25].[N+:1](=[O:2])([O-:3])[O:4][CH2:5][CH2:6][CH2:7][CH2:8][C:9](=[O:10])[OH:11].[O:12]=[CH:13][N:14]([CH3:15])[CH3:16]>>[N+:1](=[O:2])([O-:3])[O:4][CH2:5][CH2:6][CH2:7][CH2:8][C:9](=[O:11])[Cl:17]. Reactants: C(C)N(C(=O)C=1C=CC=2C(C3=CC=CC(=C3OC2C1)Br)=C1CC2CCC(C1)N2)CC (9-(8-Aza-bicyclo[3.2.1]oct-3-ylidene)-5-bromo-9H-xanthene-3-carboxylic acid diethylamide), C(C)N(C(=O)C=1C=CC=2C(C3=CC(=CC=C3OC2C1)F)=C1CC2CCC(C1)N2C(C(F)(F)F)=O)CC (7-Fluoro-9-[8-(2,2,2-trifluoro-acetyl)-8-aza-bicyclo[3.2.1]oct-3-ylidene]-9H-xanthene-3-carboxylic acid diethylamide), C(C)N(C(=O)C=1C=CC=2C(C3=CC=CC(=C3OC2C1)OC)=C1CC2CCC(C1)N2C(C(F)(F)F)=O)CC (5-methoxy-9-[8-(2,2,2-trifluoro-acetyl)-8-aza-bicyclo[3.2.1]oct-3-ylidene]-9H-xanthene-3-carboxylic acid diethylamide). Yields the product C(C)N(C(=O)C=1C=CC=2C(C3=CC(=CC=C3OC2C1)F)=C1CC2CCC(C1)N2)CC (9-(8-Aza-bicyclo[3.2.1]oct-3-ylidene)-7-fluoro-9H-xanthene-3-carboxylic acid diethylamide), C(=O)(C(F)(F)F)O (TFA). As a reaction SMILES: [CH2:1]([N:3]([CH2:35][CH3:36])[C:4]([C:6]1[CH:7]=[CH:8][C:9]2[C:10](=[C:21]3[CH2:27][CH:26]4[N:28]([C:29](=[O:34])[C:30]([F:33])([F:32])[F:31])[CH:23]([CH2:24][CH2:25]4)[CH2:22]3)[C:11]3[C:16]([O:17][C:18]=2[CH:19]=1)=[CH:15][CH:14]=[C:13]([F:20])[CH:12]=3)=[O:5])[CH3:2].C(N(CC)C(C1C=CC2C(=C3CC4N(C(=O)C(F)(F)F)C(CC4)C3)C3C(OC=2C=1)=C(OC)C=CC=3)=[O:41])C.C(N(CC)C(C1C=CC2C(=C3CC4NC(CC4)C3)C3C(OC=2C=1)=C(Br)C=CC=3)=O)C>>[CH2:35]([N:3]([CH2:1][CH3:2])[C:4]([C:6]1[CH:7]=[CH:8][C:9]2[C:10](=[C:21]3[CH2:27][CH:26]4[NH:28][CH:23]([CH2:24][CH2:25]4)[CH2:22]3)[C:11]3[C:16]([O:17][C:18]=2[CH:19]=1)=[CH:15][CH:14]=[C:13]([F:20])[CH:12]=3)=[O:5])[CH3:36].[C:29]([OH:34])([C:30]([F:33])([F:32])[F:31])=[O:41]. Reported procedure: Using an adaptation of the method described in Procedure 17, substituting 7-fluoro-9-[8-(2,2,2-trifluoro-acetyl)-8-aza-bicyclo[3.2.1]oct-3-ylidene]-9H-xanthene-3-carboxylic acid diethylamide, 5e for 5-methoxy-9-[8-(2,2,2-trifluoro-acetyl)-8-aza-bicyclo[3.2.1]oct-3-ylidene]-9H-xanthene-3-carboxylic acid diethylamide, 5d, the title compound 9-(8-aza-bicyclo[3.2.1]oct-3-ylidene)-7-fluoro-9H-xanthene-3-carboxylic acid diethylamide, 6e was obtained as TFA salt after reverse phase HPLC purification (e... Starting materials: O (H2O), CC(=O)OC(=O)C (Ac2O), C1C(CC2=CC=CC=C12)CCO (2-(2,3-Dihydro-1H-inden-2-yl)ethanol), N1=CC=CC=C1 (pyridine). Reagents/catalysts: CN(C)C=1C=CN=CC1 (DMAP). The solvent is C(Cl)Cl (DCM), C(Cl)Cl (DCM). Run at temperature 20 celsius, time 16 hour. Product: C(C)(=O)OCCC1CC2=CC=CC=C2C1 (2-(2,3-Dihydro-1H-inden-2-yl)ethyl Acetate). The yield is 99.4%. Reaction SMILES: [CH3:1][C:2]([O:4][C:5]([CH3:7])=[O:6])=O.[CH2:8]1[C:16]2[C:11](=[CH:12][CH:13]=[CH:14][CH:15]=2)[CH2:10][CH:9]1CCO.N1C=CC=CC=1.O>C(Cl)Cl.CN(C1C=CN=CC=1)C>[C:5]([O:4][CH2:2][CH2:1][CH:9]1[CH2:8][C:16]2[C:11](=[CH:12][CH:13]=[CH:14][CH:15]=2)[CH2:10]1)(=[O:6])[CH3:7]. Reported procedure: Ac2O (47 mL, 505 mmol) in DCM (50 mL) was added over 1 h to a stirred solution of alcohol 149 (54.5 g, 337 mmol), pyridine (52 mL, 981 mmol) and DMAP (1.65 g, 13 mol) in DCM (400 mL) and the resulting solution was stirred at 20° C. for 16 h. H2O (200 mL) was added, and the mixture stirred for 1 h. The organic fraction was washed with aqueous HCl solution (1 M, 100 mL) and H2O (150 mL), dried and the solvent evaporated to give acetate 150 (68.4 g, 99%) as a pale brown oil: 1H NMR δ 7.16-7.19 (m, ... Starting materials: CCc1cc(-c2ccc(C(=O)O)cn2)c(C)[nH]c1=O, CCCCN. The product is CCCCNC(=O)c1ccc(-c2cc(CC)c(=O)[nH]c2C)nc1. As a reaction SMILES: [CH2:1]([CH3:2])[c:3]1[cH:4][c:5](-[c:11]2[n:12][cH:13][c:14]([C:17](=[O:18])[OH:19])[cH:15][cH:16]2)[c:6]([CH3:10])[nH:7][c:8]1=[O:9].[CH2:20]([CH2:21][CH2:22][CH3:23])[NH2:24]>>[CH2:1]([CH3:2])[c:3]1[cH:4][c:5](-[c:11]2[n:12][cH:13][c:14]([C:17](=[O:19])[NH:24][CH2:20][CH2:21][CH2:22][CH3:23])[cH:15][cH:16]2)[c:6]([CH3:10])[nH:7][c:8]1=[O:9]. The reactants are CN1CCN(CC1)C(=O)C1=NC2=C(N1)C=CC=C2[N+](=O)[O-] ((4-methyl-piperazin-1-yl)-(4-nitro-1H-benzoimidazol-2-yl)-methanone), [H][H] (hydrogen). Reagents/catalysts: C1CCOC1.C(C)O (THF ethanol), [Pd] (palladium on carbon). The product is NC1=CC=CC=2NC(=NC21)C(=O)N2CCN(CC2)C ((4-Amino-1H-benzoimidazol-2-yl)-(4-methyl-piperazin-1-yl)-methanone). The yield is 90.6%. As a reaction SMILES: [CH3:1][N:2]1[CH2:7][CH2:6][N:5]([C:8]([C:10]2[NH:14][C:13]3[CH:15]=[CH:16][CH:17]=[C:18]([N+:19]([O-])=O)[C:12]=3[N:11]=2)=[O:9])[CH2:4][CH2:3]1.[H][H]>C1COCC1.C(O)C.[Pd]>[NH2:19][C:18]1[C:12]2[N:11]=[C:10]([C:8]([N:5]3[CH2:4][CH2:3][N:2]([CH3:1])[CH2:7][CH2:6]3)=[O:9])[NH:14][C:13]=2[CH:15]=[CH:16][CH:17]=1 |f:2.3|. Procedure details: To a solution of (4-methyl-piperazin-1-yl)-(4-nitro-1H-benzoimidazol-2-yl)-methanone (640 mg, 2.21 mmol) in 1:1 THF/ethanol (10 mL, with a few drops of ethyl acetate) was added 10% palladium on carbon (640 mg). The reaction mixture was placed under 1 atm hydrogen for 72 h. The resulting mixture was filtered through diatomaceous earth, and the filtrate was concentrated under reduced pressure. The crude product was purified on silica gel (40 g; 0-10% methanol/CH2Cl2) to afford 519 mg (91%) of the ...